Dataset: the Open Reaction Database (ORD), a public repository of structured organic reaction records. Task: describe an organic reaction: reactants, conditions, products, and yield Procedure details: A mixture of 9-(2-cyclohexenyl)-2-ethoxy-9H-adenine (0.5 mmole) and 10% palladium-on-charcoal (35 mg.) in ethanol (6 ml.) was hydrogenated at room temperature and under atmospheric pressure. The reaction mixture was filtered and the filtrate was evaporated. The residue was lyophilized to give the title product in 40% yield; m.p. 134°-136° C. IR(KBr): 3280, 2995, 1705, 1615, 1525, 1415, 1310, 1010 cm-1. UV: λmaxEtOH 253 nm(ε 6800), 269 nm(ε , 10200). NMR(CDCl3): 1.44(3H, t, J=7 Hz), 2.00(10H, m),... Reagents/catalysts: [Pd] (palladium-on-charcoal). RXN SMILES: [CH:1]1([N:7]2[CH:15]=[N:14][C:13]3[C:8]2=[N:9][C:10]([O:17][CH2:18][CH3:19])=[N:11][C:12]=3[NH2:16])[CH2:6][CH2:5][CH2:4][CH:3]=[CH:2]1>C(O)C.[Pd]>[CH2:18]([O:17][C:10]1[N:9]=[C:8]2[C:13]([N:14]=[CH:15][N:7]2[CH:1]2[CH2:2][CH2:3][CH2:4][CH2:5][CH2:6]2)=[C:12]([NH2:16])[N:11]=1)[CH3:19]. Yields the product C(C)OC1=NC(=C2N=CN(C2=N1)C1CCCCC1)N (2-Ethoxy-9-cyclohexyl-9H-adenine). Run in C(C)O (ethanol). Starting materials: C1(C=CCCC1)N1C2=NC(=NC(=C2N=C1)N)OCC (9-(2-cyclohexenyl)-2-ethoxy-9H-adenine). Isolated yield 40.0%. The reactants are C(C1=CC=CC=C1)N1CCN(CC1)C1=CC=C(C=C1)[N+](=O)[O-] (1-benzyl-4-(4-nitro-phenyl)-piperazine), CCO (EtOH), O (H2O). Reagents/catalysts: [Fe] (Iron). Solvent: CC(=O)O (AcOH). Conditions: temperature 80 celsius, time 1.75 hour. The product is C(C1=CC=CC=C1)N1CCN(CC1)C1=CC=C(C=C1)N (4-(4-Benzyl-piperazin-1-yl)-phenylamine). As a reaction SMILES: [CH2:1]([N:8]1[CH2:13][CH2:12][N:11]([C:14]2[CH:19]=[CH:18][C:17]([N+:20]([O-])=O)=[CH:16][CH:15]=2)[CH2:10][CH2:9]1)[C:2]1[CH:7]=[CH:6][CH:5]=[CH:4][CH:3]=1.CCO.O>[Fe].CC(O)=O>[CH2:1]([N:8]1[CH2:9][CH2:10][N:11]([C:14]2[CH:15]=[CH:16][C:17]([NH2:20])=[CH:18][CH:19]=2)[CH2:12][CH2:13]1)[C:2]1[CH:3]=[CH:4][CH:5]=[CH:6][CH:7]=1. Procedure: Iron powder (5.4 g, 97 mmol, 4 equiv) is added portionwise to an 80° C. mixture of 1-benzyl-4-(4-nitro-phenyl)-piperazine (7.2 g, 24.2 mmol), EtOH (150 mL), H2O (40 mL), and AcOH (20 mL). The reaction mixture is stirred for 1.75 h at 80° C., allowed to cool to RT, and concentrated. The residue is diluted with EtOAc and an aqueous saturated solution of Na2CO3. The layers are separated and the aqueous phase is extracted with EtOAc. The combined organic phase is washed with brine, dried (Na2SO4), f... Starting materials: B, C1CCOC1, CSC, CSC, COCCCc1ccccc1-c1ccc(C(C#N)Cc2cc(F)cc(F)c2)c(C)c1. Product: COCCCc1ccccc1-c1ccc(C(CN)Cc2cc(F)cc(F)c2)c(C)c1. RXN SMILES: [BH3:34].[CH2:38]1[O:39][CH2:40][CH2:41][CH2:42]1.[CH3:31][S:32][CH3:33].[CH3:35][S:36][CH3:37].[F:1][c:2]1[cH:3][c:4]([CH2:9][CH:10]([C:11]#[N:12])[c:13]2[c:14]([CH3:30])[cH:15][c:16](-[c:19]3[c:20]([CH2:25][CH2:26][CH2:27][O:28][CH3:29])[cH:21][cH:22][cH:23][cH:24]3)[cH:17][cH:18]2)[cH:5][c:6]([F:8])[cH:7]1>>[F:1][c:2]1[cH:3][c:4]([CH2:9][CH:10]([CH2:11][NH2:12])[c:13]2[c:14]([CH3:30])[cH:15][c:16](-[c:19]3[c:20]([CH2:25][CH2:26][CH2:27][O:28][CH3:29])[cH:21][cH:22][cH:23][cH:24]3)[cH:17][cH:18]2)[cH:5][c:6]([F:8])[cH:7]1.